This data is from the Open Reaction Database (ORD), a public repository of structured organic reaction records. The task is: describe an organic reaction: reactants, conditions, products, and yield The reactants are O=C1C2=C(NC3(N1)CCN(CC3)C(=O)OC(C)(C)C)C=C(S2)C2=CC=NC=C2 (tert-butyl 4′-oxo-6′-(pyridin-4-yl)-3′,4′-dihydro-1′H-spiro[piperidine-4,2′-thieno[3,2-d]pyrimidine]-1-carboxylate), FC(C(=O)O)(F)F (trifluoroacetic acid), C(O)([O-])=O.[Na+] (sodium hydrogen carbonate), C(C)(=O)OCC (ethyl acetate). Run in O1CCCC1 (tetrahydrofuran). Conditions: time 1 hour. Yields the product N1=CC=C(C=C1)C1=CC=2NC3(NC(C2S1)=O)CCNCC3 (6′-(pyridin-4-yl)-1′H-spiro[piperidine-4,2′-thieno[3,2-d]pyrimidin]-4′(3′H)-one). Isolated yield 0.1%. RXN SMILES: [O:1]=[C:2]1[NH:7][C:6]2([CH2:12][CH2:11][N:10](C(OC(C)(C)C)=O)[CH2:9][CH2:8]2)[NH:5][C:4]2[CH:20]=[C:21]([C:23]3[CH:28]=[CH:27][N:26]=[CH:25][CH:24]=3)[S:22][C:3]1=2.FC(F)(F)C(O)=O.C(=O)([O-])O.[Na+].C(OCC)(=O)C>O1CCCC1>[N:26]1[CH:27]=[CH:28][C:23]([C:21]2[S:22][C:3]3[C:2](=[O:1])[NH:7][C:6]4([CH2:12][CH2:11][NH:10][CH2:9][CH2:8]4)[NH:5][C:4]=3[CH:20]=2)=[CH:24][CH:25]=1 |f:2.3|. Procedure details: A mixture of tert-butyl 4′-oxo-6′-(pyridin-4-yl)-3′,4′-dihydro-1′H-spiro[piperidine-4,2′-thieno[3,2-d]pyrimidine]-1-carboxylate (0.154 g, 0.385 mmol) and trifluoroacetic acid (3.0 mL) was stirred for 1 h at room temperature. The mixture was poured into sat. aqueous sodium hydrogen carbonate (100 mL), ethyl acetate (70 mL) and tetrahydrofuran (30 mL). After shaking well, the yellow precipitate was collected by filtration. This solid was suspended in ethyl acetate-dichloromethane (1:2, 10 mL) and ... Reactants: CN1CCN(CC1)CCCN1C(C=2C(C1=O)=CC=CC2)=O (N-(3-(4-methylpiperazin-1-yl)propyl)phthalimide), O.NN (hydrazine monohydrate), Cl (HCl). The solvent is C(C)O (ethanol), CO (methanol). The product is NCCCN1CCN(CC1)C (1-(3-aminopropyl)-4-methylpiperazine). As a reaction SMILES: [CH3:1][N:2]1[CH2:7][CH2:6][N:5]([CH2:8][CH2:9][CH2:10][N:11]2C(=O)C3=CC=CC=C3C2=O)[CH2:4][CH2:3]1.O.NN.Cl>C(O)C.CO>[NH2:11][CH2:10][CH2:9][CH2:8][N:5]1[CH2:4][CH2:3][N:2]([CH3:1])[CH2:7][CH2:6]1 |f:1.2|. Procedure: A solution of N-(3-(4-methylpiperazin-1-yl)propyl)phthalimide and hydrazine monohydrate in ethanol and methanol was refluxed for 4 hours. After cooling to room temperature, concentrated HCl was added and the mixture heated under reflux for another hour. After removing the solvent, water was added, the mixture stirred, and insoluble material removed by filtration. Solid K2CO3 and CH2Cl2 were added to the aqueous layer, the mixture stirred, and was then filtered. The organic layer was washed with ... The reactants are N(=O)[O-].[Na+] (sodium nitrite), ice, [N-]=[N+]=[N-].[Na+] (sodium azide), ClC1=C(C=CC=C1)N=C=O (2-chlorophenylisocyanate), [Cl-].[Al+3].[Cl-].[Cl-] (aluminum chloride). The solvent is O (water), O1CCCC1 (tetrahydrofuran). The product is C1=CC=C(C(=C1)N2C(=O)N=NN2)Cl (1-(2-chlorophenyl)-5(4H)-tetrazolinone). Isolated yield 25.5%. Reaction SMILES: [Cl-].[Al+3].[Cl-].[Cl-].[N-:5]=[N+:6]=[N-:7].[Na+].[Cl:9][C:10]1[CH:15]=[CH:14][CH:13]=[CH:12][C:11]=1[N:16]=[C:17]=[O:18].N([O-])=O.[Na+]>O.O1CCCC1>[CH:13]1[CH:12]=[C:11]([N:16]2[NH:7][N:6]=[N:5][C:17]2=[O:18])[C:10]([Cl:9])=[CH:15][CH:14]=1 |f:0.1.2.3,4.5,7.8|. Procedure: Anhydrous aluminum chloride (1.5 g) was added to tetrahydrofuran (30 ml) with ice bath cooling and the resulting mixture was stirred for fifteen minutes. To the mixture was added sodium azide (0.65 g) and 2-chlorophenylisocyanate (1.53 g), followed by a sixteen hour-refluxing. After cooling, the reaction mixture was added with stirring to a mixture of sodium nitrite (1 g), water (200 ml) and ice (100 g) and the resulting mixture was worked up in the same way as in Comparative Synthesis Example 1... Reactants: C1COCCO1, Cl, COC(=O)c1ccc(-c2ccc(OC)c(-c3ccc(C4CC4)nc3CN3C(=O)OC(c4cc(C(F)(F)F)cc(C(F)(F)F)c4)C3C)c2)c(C)c1, [Li+], [OH-], O, O. Yields the product COc1ccc(-c2ccc(C(=O)O)cc2C)cc1-c1ccc(C2CC2)nc1CN1C(=O)OC(c2cc(C(F)(F)F)cc(C(F)(F)F)c2)C1C. RXN SMILES: [CH2:54]1[O:55][CH2:56][CH2:57][O:58][CH2:59]1.[ClH:60].[F:1][C:2]([c:3]1[cH:4][c:5]([CH:13]2[CH:14]([CH3:48])[N:15]([CH2:19][c:20]3[n:21][c:22]([CH:45]4[CH2:46][CH2:47]4)[cH:23][cH:24][c:25]3-[c:26]3[cH:27][c:28](-[c:34]4[c:35]([CH3:44])[cH:36][c:37]([C:40](=[O:41])[O:42][CH3:43])[cH:38][cH:39]4)[cH:29][cH:30][c:31]3[O:32][CH3:33])[C:16](=[O:18])[O:17]2)[cH:6][c:7]([C:9]([F:10])([F:11])[F:12])[cH:8]1)([F:49])[F:50].[Li+:53].[OH-:52].[OH2:51].[OH2:61]>>[F:1][C:2]([c:3]1[cH:4][c:5]([CH:13]2[CH:14]([CH3:48])[N:15]([CH2:19][c:20]3[n:21][c:22]([CH:45]4[CH2:46][CH2:47]4)[cH:23][cH:24][c:25]3-[c:26]3[cH:27][c:28](-[c:34]4[c:35]([CH3:44])[cH:36][c:37]([C:40](=[O:41])[OH:42])[cH:38][cH:39]4)[cH:29][cH:30][c:31]3[O:32][CH3:33])[C:16](=[O:18])[O:17]2)[cH:6][c:7]([C:9]([F:10])([F:11])[F:12])[cH:8]1)([F:49])[F:50]. Starting materials: [N+](=O)([O-])C1=C(C=CC(=C1)[N+](=O)[O-])SC1=NN=NN1CCNS(=O)(=O)C (5-(2,4-Dinitrophenylthio)-1-(2-methanesulfonamidoethyl)tetrazole), C[O-].[Na+] (sodium methoxide), O (water). The solvent is CO (methanol). Conditions: time 1 hour. The product is CS(=O)(=O)NCCN1N=NN=C1S (1-(2-methanesulfonamidoethyl)tetrazole-5-thiol). Reaction SMILES: [N+](C1C=C([N+]([O-])=O)C=CC=1[S:13][C:14]1[N:18]([CH2:19][CH2:20][NH:21][S:22]([CH3:25])(=[O:24])=[O:23])[N:17]=[N:16][N:15]=1)([O-])=O.C[O-].[Na+].O>CO>[CH3:25][S:22]([NH:21][CH2:20][CH2:19][N:18]1[C:14]([SH:13])=[N:15][N:16]=[N:17]1)(=[O:24])=[O:23] |f:1.2|. Reported procedure: 5-(2,4-Dinitrophenylthio)-1-(2-methanesulfonamidoethyl)tetrazole (4.46 g, 11.5 mmol) was added to 60 ml of 5% sodium methoxide in methanol. After 1 hour, water was added and the solid material was removed by filtration. The filtrate was concentrated in vacuo and 3N hydrochloric acid was added to the residue to bring the pH to 1.4. The acidic solution was filtered and the filtrate was extracted twice with ethyl acetate. The extracts were combined and concentrated to give a residue which crystalli... Starting materials: ClCC=1C=CC(=C(C1)C(C)=O)O (5′-chloromethyl-2′-hydroxyacetophenone), CNC (dimethylamine). Run in C1CCOC1 (THF), C1CCOC1 (THF). Reaction conditions: temperature 60 celsius, time 6 hour. Yields the product CN(C)CC=1C=CC(=C(C1)C(C)=O)O (5′-(N,N-dimethylaminomethy)-2′-hydroxyacetophenone). Isolated yield 92.0%. As a reaction SMILES: Cl[CH2:2][C:3]1[CH:4]=[CH:5][C:6]([OH:12])=[C:7]([C:9](=[O:11])[CH3:10])[CH:8]=1.[CH3:13][NH:14][CH3:15]>C1COCC1>[CH3:13][N:14]([CH2:2][C:3]1[CH:4]=[CH:5][C:6]([OH:12])=[C:7]([C:9](=[O:11])[CH3:10])[CH:8]=1)[CH3:15]. Procedure details: In a solution of 2′-hydroxyacetophenone (10 g, 73.53 mmol) in 12 N HCl (160 mL) at room temperature was mixed with paraformaldehyde (2.43 g, 80.88 mmol) and stirred at 40° C. for 8 hours. The reaction was diluted with water, extracted with CH2Cl2 (3×100 mL), and concentrated using a rotary evaporator to provide 13 g of 5′-chloromethyl-2′-hydroxyacetophenone (98%). To a solution of 5′-chloromethyl-2′-hydroxyacetophenone (4 g, 21.74 mmol) in THF (50 mL) at room temperature was added dimethylamine ...